This data is from the Open Reaction Database (ORD), a public repository of structured organic reaction records. The task is: describe an organic reaction: reactants, conditions, products, and yield Reactants: [Br-].C(C1=CC=CC=C1)[N+]1=C(SC2=C1C=CC=C2)C (3-benzyl-2-methylbenzothiazol-3-ium bromide), CN(C1=CC=C(C=O)C=C1)C (4-dimethylaminobenzaldehyde). Run in C(C)(=O)OC(C)=O (acetic anhydride). Product: [Br-].CN(C1=CC=C(C=C1)/C=C/C=1SC2=C([N+]1CC1=CC=CC=C1)C=CC=C2)C ((E)-2-[2-(4-dimethylaminophenyl)vinyl]-3-benzylbenzothiazol-3-ium bromide). As a reaction SMILES: [Br-:1].[CH2:2]([N+:9]1[C:13]2[CH:14]=[CH:15][CH:16]=[CH:17][C:12]=2[S:11][C:10]=1[CH3:18])[C:3]1[CH:8]=[CH:7][CH:6]=[CH:5][CH:4]=1.[CH3:19][N:20]([CH3:29])[C:21]1[CH:28]=[CH:27][C:24]([CH:25]=O)=[CH:23][CH:22]=1>C(OC(=O)C)(=O)C>[Br-:1].[CH3:19][N:20]([CH3:29])[C:21]1[CH:28]=[CH:27][C:24](/[CH:25]=[CH:18]/[C:10]2[S:11][C:12]3[CH:17]=[CH:16][CH:15]=[CH:14][C:13]=3[N+:9]=2[CH2:2][C:3]2[CH:4]=[CH:5][CH:6]=[CH:7][CH:8]=2)=[CH:23][CH:22]=1 |f:0.1,4.5|. Reported procedure: A mixture of 3-benzyl-2-methylbenzothiazol-3-ium bromide (0.30 g, 0.94 mmol) and 4-dimethylaminobenzaldehyde (0.21 g, 1.41 mmol) in 5 mL of acetic anhydride was heated under nitrogen. Upon refluxing, the mixture turned red and all solids appeared to be in solution. The solution was refluxed for 15 minutes, cooled, and filtered. The solid was washed with ethyl acetate to give (E)-2-[2-(4-dimethylaminophenyl)vinyl]-3-benzylbenzothiazol-3-ium bromide as a purple solid, mp 247-248° C., decomposed (d... The reactants are CC(=O)O, O=C1Nc2ccc(I)cc2C1=O, NNS(=O)(=O)c1ccc(-c2ccccn2)s1. Product: O=C1Nc2ccc(I)cc2C1=NNS(=O)(=O)c1ccc(-c2ccccn2)s1. As a reaction SMILES: [CH3:29][C:30](=[O:31])[OH:32].[I:1][c:2]1[cH:3][c:4]2[c:8]([cH:9][cH:10]1)[NH:7][C:6](=[O:11])[C:5]2=[O:12].[n:13]1[c:14](-[c:19]2[cH:20][cH:21][c:22]([S:24](=[O:25])(=[O:26])[NH:27][NH2:28])[s:23]2)[cH:15][cH:16][cH:17][cH:18]1>>[I:1][c:2]1[cH:3][c:4]2[c:8]([cH:9][cH:10]1)[NH:7][C:6](=[O:11])[C:5]2=[N:28][NH:27][S:24]([c:22]1[cH:21][cH:20][c:19](-[c:14]2[n:13][cH:18][cH:17][cH:16][cH:15]2)[s:23]1)(=[O:25])=[O:26]. Starting materials: Cl.ClC1=NC=NC2=CC(=C(C=C12)OC)OC (4-chloro-6,7-dimethoxyquinazoline hydrochloride), FC1=C(N)C=CC(=C1)C (2-fluoro-4-methylaniline). Solvent: C(C)(C)O (isopropanol). Product: Cl.FC1=C(NC2=NC=NC3=CC(=C(C=C23)OC)OC)C=CC(=C1)C (4-(2-fluoro-4-methylanilino)-6,7-dimethoxyquinazoline hydrochloride). Isolated yield 49.7%. As a reaction SMILES: Cl.[Cl:2][C:3]1[C:12]2[C:7](=[CH:8][C:9]([O:15][CH3:16])=[C:10]([O:13][CH3:14])[CH:11]=2)[N:6]=[CH:5][N:4]=1.[F:17][C:18]1[CH:24]=[C:23]([CH3:25])[CH:22]=[CH:21][C:19]=1[NH2:20]>C(O)(C)C>[ClH:2].[F:17][C:18]1[CH:24]=[C:23]([CH3:25])[CH:22]=[CH:21][C:19]=1[NH:20][C:3]1[C:12]2[C:7](=[CH:8][C:9]([O:15][CH3:16])=[C:10]([O:13][CH3:14])[CH:11]=2)[N:6]=[CH:5][N:4]=1 |f:0.1,4.5|. Procedure details: A mixture of 4-chloro-6,7-dimethoxyquinazoline hydrochloride (130 mg, 0.5 mmol), (prepared as described for the starting material in Example 2), and 2-fluoro-4-methylaniline (63 mg, 0.5 mmol) in isopropanol (7 ml) was heated at reflux for 2 hours. The mixture was allowed to cool to ambient temperature, the precipitated solid was collected by filtration, washed with isopropanol and ether and dried to give 4-(2-fluoro-4-methylanilino)-6,7-dimethoxyquinazoline hydrochloride (87 mg, 50%) as an off-w... RXN SMILES: [NH2:1][c:2]1[s:3][cH:4][c:5]([CH2:7][N:8]([c:9]2[c:10]([F:38])[c:11]([NH:16][NH:17][C:18]([CH:19]([CH2:20][N:21]([CH:22]=[O:23])[O:24][CH:25]3[CH2:26][CH2:27][CH2:28][CH2:29][O:30]3)[CH2:31][CH:32]3[CH2:33][CH2:34][CH2:35][CH2:36]3)=[O:37])[n:12][c:13]([Cl:15])[n:14]2)[CH3:39])[n:6]1.[OH2:40]>>[NH2:1][c:2]1[s:3][cH:4][c:5]([CH2:7][N:8]([c:9]2[c:10]([F:38])[c:11]([NH:16][NH:17][C:18]([CH:19]([CH2:20][N:21]([CH:22]=[O:23])[OH:24])[CH2:31][CH:32]3[CH2:33][CH2:34][CH2:35][CH2:36]3)=[O:37])[n:12][c:13]([Cl:15])[n:14]2)[CH3:39])[n:6]1. Starting materials: CN(Cc1csc(N)n1)c1nc(Cl)nc(NNC(=O)C(CC2CCCC2)CN(C=O)OC2CCCCO2)c1F, O. Yields the product CN(Cc1csc(N)n1)c1nc(Cl)nc(NNC(=O)C(CC2CCCC2)CN(O)C=O)c1F. Yields the product C1=CC=CC=2C3=CC=CC=C3C(C12)COC(=O)N[C@H]1[C@@H](O[C@@H]([C@H]([C@@H]1O)O)CO)N1C2=NC=NC(=C2N=C1)N (9-[2-deoxy-2-[[(9H-fluoren-9-ylmethoxy)carbonyl]-amino]-β-D-glucopyranosyl]adenine). RXN SMILES: [NH2:1][C@@H:2]1[C@@H:7]([OH:8])[C@H:6]([OH:9])[C@@H:5]([CH2:10][OH:11])[O:4][C@H:3]1[N:12]1[CH:20]=[N:19][C:18]2[C:13]1=[N:14][CH:15]=[N:16][C:17]=2[NH2:21].O.[CH:23]1[C:35]2[CH:34]([CH2:36][O:37][C:38](ON3C(=O)CCC3=O)=[O:39])[C:33]3[C:28](=[CH:29][CH:30]=[CH:31][CH:32]=3)[C:27]=2[CH:26]=[CH:25][CH:24]=1.C([O-])(O)=O.[Na+]>O1CCOCC1>[CH:23]1[C:35]2[CH:34]([CH2:36][O:37][C:38]([NH:1][C@@H:2]3[C@@H:7]([OH:8])[C@H:6]([OH:9])[C@@H:5]([CH2:10][OH:11])[O:4][C@H:3]3[N:12]3[CH:20]=[N:19][C:18]4[C:13]3=[N:14][CH:15]=[N:16][C:17]=4[NH2:21])=[O:39])[C:33]3[C:28](=[CH:29][CH:30]=[CH:31][CH:32]=3)[C:27]=2[CH:26]=[CH:25][CH:24]=1 |f:3.4|. Solvent: O1CCOCC1 (1,4-dioxane). Reported procedure: To 0.69 g (2.33 mmol) of 9-(2-amino-2-deoxy-β-D-glucopyranosyl)adenine was added 3.45 mL of H2O. To this solution was added a 28 mL 1,4-dioxane solution of 0.94 g (2.80 mmol) of N-(9-fluorenylmethoxycarbonyloxy)succinimide. This resulted in a cloudy mixture. To this system was added 0.13 g (1.50 mmol) of NaHCO3. This mixture was stirred for 12 h at room temperature. At this time, TLC indicated the consumption of starting material and the mixture was concentrated in vacuo to a dry residue. This r... Conditions: time 12 hour. The yield is 82.8%. Reactants: C1=CC=CC=2C3=CC=CC=C3C(C12)COC(=O)ON1C(CCC1=O)=O (N-(9-fluorenylmethoxycarbonyloxy)succinimide), C(=O)(O)[O-].[Na+] (NaHCO3), N[C@H]1[C@@H](O[C@@H]([C@H]([C@@H]1O)O)CO)N1C2=NC=NC(=C2N=C1)N (9-(2-amino-2-deoxy-β-D-glucopyranosyl)adenine), O (H2O).